Dataset: the Open Reaction Database (ORD), a public repository of structured organic reaction records. Task: describe an organic reaction: reactants, conditions, products, and yield The reactants are O(C1=CC=CC=C1)CC=1NC=C(N1)C1=CC=C(OC2=CC=C(N)C=C2)C=C1 (4-{4-[2-(phenoxymethyl)-1H-imidazol-4-yl]phenoxy}aniline), C[Si](C)(C)N=C=O (trimethylsilyl-isocyanate). Run in O1CCCC1 (tetrahydrofuran). Reaction conditions: time 24 hour. Yields the product O(C1=CC=CC=C1)CC=1NC=C(N1)C1=CC=C(OC2=CC=C(C=C2)NC(=O)N)C=C1 (N-(4-{4-[2-(phenoxymethyl)-1H-imidazol-4-yl]phenoxy}phenyl)urea). As a reaction SMILES: [O:1]([CH2:8][C:9]1[NH:10][CH:11]=[C:12]([C:14]2[CH:27]=[CH:26][C:17]([O:18][C:19]3[CH:25]=[CH:24][C:22]([NH2:23])=[CH:21][CH:20]=3)=[CH:16][CH:15]=2)[N:13]=1)[C:2]1[CH:7]=[CH:6][CH:5]=[CH:4][CH:3]=1.C[Si]([N:32]=[C:33]=[O:34])(C)C>O1CCCC1>[O:1]([CH2:8][C:9]1[NH:10][CH:11]=[C:12]([C:14]2[CH:27]=[CH:26][C:17]([O:18][C:19]3[CH:20]=[CH:21][C:22]([NH:23][C:33]([NH2:32])=[O:34])=[CH:24][CH:25]=3)=[CH:16][CH:15]=2)[N:13]=1)[C:2]1[CH:7]=[CH:6][CH:5]=[CH:4][CH:3]=1. Reported procedure: A mixture containing 4-{4-[2-(phenoxymethyl)-1H-imidazol-4-yl]phenoxy}aniline (0.2 g, 0.56 mmol) and trimethylsilyl-isocyanate (0.11 ml, 0.84 mmol) in 3 ml of tetrahydrofuran is stirred for 24 hours at ambient temperature. Aminomethylpolystyrene resin EHL (Novabiochem, 200-400 mesh, 2% DVB) (200 mg, approximately 1 mmol) is added and stirring is maintained for three hours. After filtration on frit, the filtrate is concentrated in a rotavapor. Isopropyl acetate and traces of isopropanol are added... Starting materials: O=C([O-])O, CN(C)NC(N)=O, ClC1c2ccccc2Oc2ccccc21, [H-], [Na+], [Na+], C1COCCO1, c1ccccc1. Yields the product CN(C)NC(=O)NC1c2ccccc2Oc2ccccc21. Reaction SMILES: [C:25](=[O:26])([OH:27])[O-:28].[CH3:1][N:2]([NH:3][C:4](=[O:5])[NH2:6])[CH3:7].[Cl:10][CH:11]1[c:12]2[cH:13][cH:14][cH:15][cH:16][c:17]2[O:18][c:19]2[cH:20][cH:21][cH:22][cH:23][c:24]21.[H-:8].[Na+:29].[Na+:9].[O:30]1[CH2:31][CH2:32][O:33][CH2:34][CH2:35]1.[cH:36]1[cH:37][cH:38][cH:39][cH:40][cH:41]1>>[CH3:1][N:2]([NH:3][C:4](=[O:5])[NH:6][CH:11]1[c:12]2[cH:13][cH:14][cH:15][cH:16][c:17]2[O:18][c:19]2[cH:20][cH:21][cH:22][cH:23][c:24]21)[CH3:7].